This data is from the Open Reaction Database (ORD), a public repository of structured organic reaction records. The task is: describe an organic reaction: reactants, conditions, products, and yield Starting materials: IN1C(CCC1=O)=O (N-iodosuccinimide), resultant mixture, C1(CC1)SC1=CC=CC=C1 (Cyclopropylphenyl thioether), C(CCC)[Li] (n-butyllithium), C(O)([O-])=O.[Na+] (sodium hydrogen carbonate). The solvent is O1CCCC1 (tetrahydrofuran), O1CCCC1 (tetrahydrofuran). The product is IC1(CC1)SC1=CC=CC=C1 ((1-iodocyclopropyl)(phenyl)sulfane). Reaction SMILES: [CH:1]1([S:4][C:5]2[CH:10]=[CH:9][CH:8]=[CH:7][CH:6]=2)[CH2:3][CH2:2]1.C([Li])CCC.[I:16]N1C(=O)CCC1=O.C(=O)([O-])O.[Na+]>O1CCCC1>[I:16][C:1]1([S:4][C:5]2[CH:10]=[CH:9][CH:8]=[CH:7][CH:6]=2)[CH2:3][CH2:2]1 |f:3.4|. Procedure: Cyclopropylphenyl thioether (5.0 g, 33.3 mmol) was dissolved in tetrahydrofuran (50 mL), and n-butyllithium (25.1 mL, 39.9 mmol) was dropwisely added at 0° C. for 5 minutes under an argon atmosphere. Then, a solution of N-iodosuccinimide (8.99 g, 39.9 mmol) in tetrahydrofuran (100 mL) was dropwisely added at −78° C. The resultant mixture was stirred overnight, and gradually warmed to room temperature. The reaction solution was added with a saturated aqueous solution of sodium hydrogen carbonate,...